From a dataset of the Open Reaction Database (ORD), a public repository of structured organic reaction records. describe an organic reaction: reactants, conditions, products, and yield The reactants are CO, Clc1ccc(N2CCN(CCCOc3ccc(C4=NCCO4)cc3)CC2)nn1, [H][H], O=[Ca]. Yields the product c1cnnc(N2CCN(CCCOc3ccc(C4=NCCO4)cc3)CC2)c1. RXN SMILES: [CH3:33][OH:34].[Cl:1][c:2]1[n:3][n:4][c:5]([N:8]2[CH2:9][CH2:10][N:11]([CH2:14][CH2:15][CH2:16][O:17][c:18]3[cH:19][cH:20][c:21]([C:24]4=[N:28][CH2:27][CH2:26][O:25]4)[cH:22][cH:23]3)[CH2:12][CH2:13]2)[cH:6][cH:7]1.[H:31][H:32].[O:29]=[Ca:30]>>[cH:2]1[n:3][n:4][c:5]([N:8]2[CH2:9][CH2:10][N:11]([CH2:14][CH2:15][CH2:16][O:17][c:18]3[cH:19][cH:20][c:21]([C:24]4=[N:28][CH2:27][CH2:26][O:25]4)[cH:22][cH:23]3)[CH2:12][CH2:13]2)[cH:6][cH:7]1.